Dataset: the Open Reaction Database (ORD), a public repository of structured organic reaction records. Task: describe an organic reaction: reactants, conditions, products, and yield RXN SMILES: [Cl:1][C:2]1[C:10]([Cl:11])=[C:9]2[C:5]([CH2:6][C:7]([CH:14]3[CH2:18][CH2:17][CH2:16][CH2:15]3)([CH3:13])[C:8]2=[O:12])=[CH:4][C:3]=1[OH:19].Br[CH2:21][CH2:22][CH2:23][C:24]#[N:25].C(=O)([O-])[O-].[K+].[K+].O>CN(C)C=O>[CH:14]1([C:7]2([CH3:13])[CH2:6][C:5]3[C:9](=[C:10]([Cl:11])[C:2]([Cl:1])=[C:3]([O:19][CH2:21][CH2:22][CH2:23][C:24]#[N:25])[CH:4]=3)[C:8]2=[O:12])[CH2:18][CH2:17][CH2:16][CH2:15]1 |f:2.3.4|. Reported procedure: A mixture of 6,7-dichloro-2-cyclopentyl-5-hydroxy-2-methyl-2,3-dihydro-1H-inden-1-one (6.0 g, 20 mmole), 4-bromobutanenitrile (3.28 g, 22 mmole), and potassium carbonate (3.1 g, 22 mmole) in dimethylformamide (50 ml) was stirred at 60°-65° for four hours. The reaction mixture was poured into water and extracted with diethyl ether. The organic layer was washed successively with water and brine, dried over magnesium sulfate, and concentrated in vacuo to a solid residue (4.7 g). Recrystallization f... The solvent is CN(C=O)C (dimethylformamide). Run at time 4 hour. The reactants are O (water), ClC1=C(C=C2CC(C(C2=C1Cl)=O)(C)C1CCCC1)O (6,7-dichloro-2-cyclopentyl-5-hydroxy-2-methyl-2,3-dihydro-1H-inden-1-one), BrCCCC#N (4-bromobutanenitrile), C([O-])([O-])=O.[K+].[K+] (potassium carbonate). Product: C1(CCCC1)C1(C(C2=C(C(=C(C=C2C1)OCCCC#N)Cl)Cl)=O)C (4-[(2-Cyclopentyl-6,7-dichloro-2,3-dihydro-2-methyl-1-oxo-1H-inden-5-yl)oxy]butanenitrile). Reactants: Cl.NC(=N)N (Guanidine hydrochloride), C[O-].[Na+] (sodium methoxide), C(C=1C(N)=CC=CC1)(=O)OC (methyl anthranilate). The solvent is C(CCC)O (n-butanol), C(CCC)O (n-butanol). Yields the product NC1=NC2=CC=CC=C2C(N1)=O (2-amino-4-(3H)-quinazolone). Yield: 18.6%. Reaction SMILES: Cl.[NH2:2][C:3]([NH2:5])=[NH:4].C[O-].[Na+].[C:9](OC)(=[O:17])[C:10]1[C:11](=[CH:13][CH:14]=[CH:15][CH:16]=1)N>C(O)CCC>[NH2:4][C:3]1[NH:5][C:9](=[O:17])[C:10]2[C:16](=[CH:15][CH:14]=[CH:13][CH:11]=2)[N:2]=1 |f:0.1,2.3|. Procedure: Guanidine hydrochloride (47.77 g, 0.5 mol) was added portionwise to a stirred suspension of sodium methoxide (32.42 g, 0.60 mol) in n-butanol (450 ml) at ambient temperature over 0.5 hour. After a further 0.5 hour a solution of methyl anthranilate (15 g, 0.10 mol) in n-butanol (150 ml) was added dropwise and then slowly brought to reflux. After distilling off ca. 100 ml of solvent the reaction mixture was heated under reflux at 116° for 117 hours. The cooled suspension was filtered, excess solve... Starting materials: S1C=CC=2C1=NC=CC2 (thieno[2,3-b]pyridine), [Li]C(C)(C)C (t-BuLi), BrCC (bromoethane). Solvent: CCOC(=O)C (EtOAc), C1CCOC1 (THF). Run at temperature -30 celsius, time 2 hour. Yields the product C(C)C1=CC=2C(=NC=CC2)S1 (2-Ethylthieno[2,3-b]pyridine). RXN SMILES: [S:1]1[C:5]2=[N:6][CH:7]=[CH:8][CH:9]=[C:4]2[CH:3]=[CH:2]1.[Li][C:11](C)(C)[CH3:12].BrCC>C1COCC1.CCOC(C)=O>[CH2:11]([C:2]1[S:1][C:5]2=[N:6][CH:7]=[CH:8][CH:9]=[C:4]2[CH:3]=1)[CH3:12]. Procedure details: To a solution of thieno[2,3-b]pyridine (0.35 g, 2.6 mmoles) prepared according to well known methods [see, Klemm, et al. (1969) J. Org. Chem., 34:347-354; see, also U.S. Pat. Nos. 5,026,700, 4,577,014, 4,406,898, 4,375,544, 4,311,845, and 4,161,599] in THF (10 ml) at -78° C. was added t-BuLi (1.7 M, 2.0 ml, 3.4 mmoles). The reaction solution was slowly warmed to -30° C. over a 45 minute period followed by the addition of bromoethane (0.25 ml, 3.4 mmoles). The solution was stirred 2 hours at ambi... Reported procedure: A solution of 20 g of 3-amino-3-(3-pyridinyl)-2-propenenitrile [J. Med. Chem., 18, 441 (1975)] in 100 ml of pyridine and 14 ml of triethylamine was saturated with hydrogen sulfide and set aside under nitrogen at room temperature for 28 days. The solution was kept saturated by passing hydrogen sulfide into the reaction mixture at intervals during this time. After evaporation the crude product was purified by chromatography and crystallization from ethyl acetate to give 3.65 g of 3-amino-3-(3-pyri... Conditions: time 28 day. RXN SMILES: [NH2:1][C:2]([C:6]1[CH:7]=[N:8][CH:9]=[CH:10][CH:11]=1)=[CH:3][C:4]#[N:5].[SH2:12]>N1C=CC=CC=1.C(N(CC)CC)C>[NH2:1][C:2]([C:6]1[CH:7]=[N:8][CH:9]=[CH:10][CH:11]=1)=[CH:3][C:4](=[S:12])[NH2:5]. The reactants are NC(=CC#N)C=1C=NC=CC1 (3-amino-3-(3-pyridinyl)-2-propenenitrile), S (hydrogen sulfide), S (hydrogen sulfide). Product: NC(=CC(N)=S)C=1C=NC=CC1 (3-amino-3-(3-pyridinyl)-2-propenethioamide). Solvent: N1=CC=CC=C1 (pyridine), C(C)N(CC)CC (triethylamine). Starting materials: CS(C)=O, OCCc1cccc(O)c1, O=CCc1ccc(O)cc1, O=S(=O)=O, c1ccncc1. Product: O=CCc1cccc(O)c1. Reaction SMILES: [CH3:31][S:32]([CH3:33])=[O:34].[OH:11][c:12]1[cH:13][c:14]([CH2:15][CH2:16][OH:17])[cH:18][cH:19][cH:20]1.[OH:1][c:2]1[cH:3][cH:4][c:5]([CH2:6][CH:7]=[O:8])[cH:9][cH:10]1.[S:21](=[O:22])(=[O:23])=[O:24].[n:25]1[cH:26][cH:27][cH:28][cH:29][cH:30]1>>[OH:11][c:12]1[cH:13][c:14]([CH2:15][CH:16]=[O:17])[cH:18][cH:19][cH:20]1. Starting materials: COc1cc2c(Cl)ncnc2cc1OCC1CCN(C(=O)OC(C)(C)C)CC1, [H-], Nc1c(Cl)cnc2c1OCO2, [Na+], CN(C)C=O. Yields the product COc1cc2c(Nc3c(Cl)cnc4c3OCO4)ncnc2cc1OCC1CCN(C(=O)OC(C)(C)C)CC1. As a reaction SMILES: [C:14]([CH3:15])([CH3:16])([CH3:17])[O:18][C:19](=[O:20])[N:21]1[CH2:22][CH2:23][CH:24]([CH2:27][O:28][c:29]2[c:30]([O:40][CH3:41])[cH:31][c:32]3[c:33]([Cl:39])[n:34][cH:35][n:36][c:37]3[cH:38]2)[CH2:25][CH2:26]1.[H-:12].[NH2:1][c:2]1[c:3]2[c:4]([n:5][cH:6][c:7]1[Cl:8])[O:9][CH2:10][O:11]2.[Na+:13].[O:42]=[CH:43][N:44]([CH3:45])[CH3:46]>>[NH:1]([c:2]1[c:3]2[c:4]([n:5][cH:6][c:7]1[Cl:8])[O:9][CH2:10][O:11]2)[c:33]1[c:32]2[cH:31][c:30]([O:40][CH3:41])[c:29]([O:28][CH2:27][CH:24]3[CH2:23][CH2:22][N:21]([C:19]([O:18][C:14]([CH3:15])([CH3:16])[CH3:17])=[O:20])[CH2:26][CH2:25]3)[cH:38][c:37]2[n:36][cH:35][n:34]1. The reactants are CC(C)c1ccc(O)cc1, CCOC(=O)N=NC(=O)OCC, C1CCOC1, O=C1Cc2c(CCO)cccc2N1, c1ccc(P(c2ccccc2)c2ccccc2)cc1. Yields the product CC(C)c1ccc(OCCc2cccc3c2CC(=O)N3)cc1. Reaction SMILES: [CH:45]([CH3:46])([CH3:47])[c:48]1[cH:49][cH:50][c:51]([OH:54])[cH:52][cH:53]1.[O:1]=[C:2]([O:3][CH2:4][CH3:5])[N:6]=[N:7][C:8]([O:9][CH2:10][CH3:11])=[O:12].[O:55]1[CH2:56][CH2:57][CH2:58][CH2:59]1.[OH:32][CH2:33][CH2:34][c:35]1[c:36]2[c:40]([cH:41][cH:42][cH:43]1)[NH:39][C:38](=[O:44])[CH2:37]2.[c:13]1([P:14]([c:15]2[cH:16][cH:17][cH:18][cH:19][cH:20]2)[c:21]2[cH:22][cH:23][cH:24][cH:25][cH:26]2)[cH:27][cH:28][cH:29][cH:30][cH:31]1>>[O:32]([CH2:33][CH2:34][c:35]1[c:36]2[c:40]([cH:41][cH:42][cH:43]1)[NH:39][C:38](=[O:44])[CH2:37]2)[c:51]1[cH:50][cH:49][c:48]([CH:45]([CH3:46])[CH3:47])[cH:53][cH:52]1. Starting materials: Cl.FC(C1=C(C=CC=C1)NN)(F)F (α,α,α-trifluoro-o-tolylhydrazine hydrochloride), [OH-].[Ca+2].[OH-] (calcium hydroxide), C([O-])([O-])=O.[K+].[K+] (potassium carbonate), FC1=C(C(=O)F)C(=CC=C1)F (2,6-difluorobenzoyl fluoride). The solvent is C(C)(=O)OCC (ethyl acetate), O (water). Run at temperature 3 celsius, time 60 minute. The product is FC1=C(C(=O)NNC2=C(C=CC=C2)C(F)(F)F)C(=CC=C1)F (2,6-difluoro-N' -(α,α,α-trifluoro-o-tolyl)-benzhydrazide). RXN SMILES: C(=O)([O-])[O-].[K+].[K+].Cl.[F:8][C:9]([F:19])([F:18])[C:10]1[CH:15]=[CH:14][CH:13]=[CH:12][C:11]=1[NH:16][NH2:17].[F:20][C:21]1[CH:29]=[CH:28][CH:27]=[C:26]([F:30])[C:22]=1[C:23](F)=[O:24].[OH-].[Ca+2].[OH-]>O.C(OCC)(=O)C>[F:20][C:21]1[CH:29]=[CH:28][CH:27]=[C:26]([F:30])[C:22]=1[C:23]([NH:17][NH:16][C:11]1[CH:12]=[CH:13][CH:14]=[CH:15][C:10]=1[C:9]([F:18])([F:19])[F:8])=[O:24] |f:0.1.2,3.4,6.7.8|. Reported procedure: 13.6 g (98 mmol) of potassium carbonate in 70 ml of water are added at 10° C. while stirring to a suspension of 10.4 g (49 mmol) of α,α,α-trifluoro-o-tolylhydrazine hydrochloride in 50 ml of ethyl acetate. 7.8 g (49 mmol) of 2,6-difluorobenzoyl fluoride are subsequently added dropwise to the clear solution while cooling so that the internal temperature is maintained at 3° C. The mixture is stirred at 5° C. for 60 minutes and thereafter at 25° C. for 4 hours, and the organic phase is separated. T... Starting materials: O=[N+]([O-])c1ccc(-c2nc3cc(Br)cnc3[nH]2)cc1, CO. Yields the product Nc1ccc(-c2nc3cc(Br)cnc3[nH]2)cc1. Reaction SMILES: [Br:1][c:2]1[cH:3][c:4]2[c:5]([n:6][cH:7]1)[nH:8][c:9](-[c:11]1[cH:12][cH:13][c:14]([N+:17]([O-:18])=[O:19])[cH:15][cH:16]1)[n:10]2.[CH3:20][OH:21]>>[Br:1][c:2]1[cH:3][c:4]2[c:5]([n:6][cH:7]1)[nH:8][c:9](-[c:11]1[cH:12][cH:13][c:14]([NH2:17])[cH:15][cH:16]1)[n:10]2. Procedure details: Prepared according to Method M (Example 206) using 4-chlorophenylacetic acid and (5-aminopyridin-3-yl)[7-fluoro-1-(2-hydroxy-1-methylethyl)-1H-pyrrolo[3,2-c]pyridin-3-yl]methanone (Enantiomer 1, Preparation 26). Reactants: ClC1=CC=C(C=C1)CC(=O)O (4-chlorophenylacetic acid), NC=1C=C(C=NC1)C(=O)C1=CN(C2=C1C=NC=C2F)C(CO)C ((5-aminopyridin-3-yl)[7-fluoro-1-(2-hydroxy-1-methylethyl)-1H-pyrrolo[3,2-c]pyridin-3-yl]methanone). The product is ClC1=CC=C(C=C1)CC(=O)NC=1C=NC=C(C1)C(=O)C1=CN(C2=C1C=NC=C2F)C(CO)C (2-(4-chlorophenyl)-N-(5-{[7-fluoro-1-(1-hydroxypropan-2-yl)-1H-pyrrolo[3,2-c]pyridin-3-yl]carbonyl}pyridin-3-yl)acetamide). Reaction SMILES: [Cl:1][C:2]1[CH:7]=[CH:6][C:5]([CH2:8][C:9]([OH:11])=O)=[CH:4][CH:3]=1.[NH2:12][C:13]1[CH:14]=[C:15]([C:19]([C:21]2[C:25]3[CH:26]=[N:27][CH:28]=[C:29]([F:30])[C:24]=3[N:23]([CH:31]([CH3:34])[CH2:32][OH:33])[CH:22]=2)=[O:20])[CH:16]=[N:17][CH:18]=1>>[Cl:1][C:2]1[CH:3]=[CH:4][C:5]([CH2:8][C:9]([NH:12][C:13]2[CH:18]=[N:17][CH:16]=[C:15]([C:19]([C:21]3[C:25]4[CH:26]=[N:27][CH:28]=[C:29]([F:30])[C:24]=4[N:23]([CH:31]([CH3:34])[CH2:32][OH:33])[CH:22]=3)=[O:20])[CH:14]=2)=[O:11])=[CH:6][CH:7]=1.